This data is from the Open Reaction Database (ORD), a public repository of structured organic reaction records. The task is: describe an organic reaction: reactants, conditions, products, and yield Starting materials: C(CCC)(=O)Cl (butyric acid chloride), C(C)(C)N(CC)C(C)C (Diisopropylethylamine), C(CCC)(=O)Cl (butyric acid chloride), NC1=C(C=CC(=C1)C(F)(F)F)SCC#N ((2-Amino-4-trifluoromethylphenylsulfanyl)acetonitrile). Reagents/catalysts: CN(C)C=1C=CN=CC1 (DMAP). Run in ClCCl (dichloromethane), ClCCl (dichloromethane). Conditions: temperature 0 celsius, time 24 hour. The product is C(#N)CSC1=C(C=C(C=C1)C(F)(F)F)NC(CCC)=O (N-(2-Cyanomethylsulfanyl-5-trifluoromethylphenyl)-butyramide). RXN SMILES: [NH2:1][C:2]1[CH:7]=[C:6]([C:8]([F:11])([F:10])[F:9])[CH:5]=[CH:4][C:3]=1[S:12][CH2:13][C:14]#[N:15].C(N(C(C)C)CC)(C)C.[C:25](Cl)(=[O:29])[CH2:26][CH2:27][CH3:28]>ClCCl.CN(C1C=CN=CC=1)C>[C:14]([CH2:13][S:12][C:3]1[CH:4]=[CH:5][C:6]([C:8]([F:9])([F:10])[F:11])=[CH:7][C:2]=1[NH:1][C:25](=[O:29])[CH2:26][CH2:27][CH3:28])#[N:15]. Procedure details: (2-Amino-4-trifluoromethylphenylsulfanyl)acetonitrile (1.33 g) dissolved in dichloromethane (5 ml) was stirred on an ice bath at 0° C. Diisopropylethylamine (1 ml) and butyric acid chloride (0.9 ml) was added, and the resulting solution was allowed to reach room temperature. After 22 h more butyric acid chloride (0.9 ml) and DMAP (0.70 g) were added at 0° C. and stirring was continued at 40° C. for 24 h. The cold mixture was diluted with dichloromethane (20 ml), extracted with saturated aqueous ... Starting materials: COC[P+](c1ccccc1)(c1ccccc1)c1ccccc1, [Cl-], CC(C)(C)OC(=O)c1ccc(CCCC=O)cc1. Product: COC=CCCCc1ccc(C(=O)OC(C)(C)C)cc1. As a reaction SMILES: [CH3:20][O:21][CH2:22][P+:23]([c:24]1[cH:25][cH:26][cH:27][cH:28][cH:29]1)([c:30]1[cH:31][cH:32][cH:33][cH:34][cH:35]1)[c:36]1[cH:37][cH:38][cH:39][cH:40][cH:41]1.[Cl-:19].[O:1]=[CH:2][CH2:3][CH2:4][CH2:5][c:6]1[cH:7][cH:8][c:9]([C:10](=[O:11])[O:12][C:13]([CH3:14])([CH3:15])[CH3:16])[cH:17][cH:18]1>>[CH:2]([CH2:3][CH2:4][CH2:5][c:6]1[cH:7][cH:8][c:9]([C:10](=[O:11])[O:12][C:13]([CH3:14])([CH3:15])[CH3:16])[cH:17][cH:18]1)=[CH:22][O:21][CH3:20]. Reactants: N#CBr (cyanogen bromide), O (water), CCOC(=O)C (EtOAc), FC1=C(OC2=CC=C(C=C2)C=2N=CN(C2)C)C=CC(=C1)F (4-[4-(2,4-difluorophenoxy)phenyl]-1-methyl-1H-imidazole). The reagents and catalysts are CN(C1=CC=NC=C1)C (4-(dimethylamino)pyridine). Solvent: CN(C)C=O (DMF). Run at temperature 60 celsius. The product is C(#N)C=1N(C=C(N1)C1=CC=C(C=C1)OC1=C(C=C(C=C1)F)F)C (2-cyano-4-[4-(2,4-difluorophenoxy)phenyl]-1-methyl-1H-imidazole), C(#N)C1(N=CN(C1)C)C1=CC=C(C=C1)OC1=C(C=C(C=C1)F)F (4-cyano-4-[4-(2,4-difluorophenoxy)phenyl]-1-methyl-1H-imidazole). RXN SMILES: [N:1]#[C:2]Br.[F:4][C:5]1[CH:23]=[C:22]([F:24])[CH:21]=[CH:20][C:6]=1[O:7][C:8]1[CH:13]=[CH:12][C:11]([C:14]2[N:15]=[CH:16][N:17]([CH3:19])[CH:18]=2)=[CH:10][CH:9]=1.O.CCOC(C)=O>CN(C)C1C=CN=CC=1.CN(C=O)C>[C:2]([C:16]1[N:17]([CH3:19])[CH:18]=[C:14]([C:11]2[CH:10]=[CH:9][C:8]([O:7][C:6]3[CH:20]=[CH:21][C:22]([F:24])=[CH:23][C:5]=3[F:4])=[CH:13][CH:12]=2)[N:15]=1)#[N:1].[C:2]([C:14]1([C:11]2[CH:10]=[CH:9][C:8]([O:7][C:6]3[CH:20]=[CH:21][C:22]([F:24])=[CH:23][C:5]=3[F:4])=[CH:13][CH:12]=2)[CH2:18][N:17]([CH3:19])[CH:16]=[N:15]1)#[N:1]. Procedure details: 2-Cyano-4-[4-(2,4-difluorophenoxy)phenyl]-1-methyl-1H-imidazole. A mixture of crude 4-[4-(2,4-difluorophenoxy)phenyl]-1H-imidazole (prepared from 4.14 g of 2-bromo-1-[4-(2,4-difluorophenoxy)phenyl]ethanone and 35 mL of formamide as described above), solid KOH (2.57 g) and MeI (1 mL) was heated at reflux overnight. After filtration, the reaction was concentrated to dryness and the residue was purified by flash chromatography, affording 4-[4-(2,4-difluorophenoxy)phenyl]-1-methyl-1H-imidazole as a ... The reactants are ClC1=C(C=NC=C1)C (4-Chloro-3-methyl-pyridine), CCOCC (ether), C(CC)I (propyl iodide), [Li] (lithium), [Li] (lithium). Run in CCCCCC.C(C)(=O)OCC (hexane ethyl acetate), C1CCOC1 (THF). Conditions: temperature 40 celsius, time 4 hour. The product is C(CC)C1=NC=CC(=C1C)Cl (2-Propyl-4-chloro-3-methyl-pyridine). Reaction SMILES: [CH2:1](I)[CH2:2][CH3:3].[Li].[Cl:6][C:7]1[CH:12]=[CH:11][N:10]=[CH:9][C:8]=1[CH3:13].CCOCC>C1COCC1.CCCCCC.C(OCC)(=O)C>[CH2:1]([C:9]1[C:8]([CH3:13])=[C:7]([Cl:6])[CH:12]=[CH:11][N:10]=1)[CH2:2][CH3:3] |f:5.6,^1:4|. Reported procedure: To a solution of propyl iodide (12.7 g) in THF (10 ml) is added lithium (0.45 g) and the reaction is allowed to stir at room temperature until complete dissolution of the lithium. 4-Chloro-3-methyl-pyridine (9.5 g) is then added and the mixture allowed to stir at 40° C. for 4 hours. After cooling at room temperature, ether is added and the organic phase washed with water. After removal of the solvent the desired product is obtained by chromatography using hexane/ether 9/1 as solvent. Reactants: ClC1=NC(=CC=C1C1=CSC=C1C=1C(=NC=CC1)NCC)Cl (3-(2,6-dichloropyridin-3-yl)-4-(2-ethylaminopyridin-3-yl)thiophene), C[Si]([N-][Si](C)(C)C)(C)C.[Na+] (sodium hexamethyldisilazide). Solvent: O1CCCC1 (tetrahydrofuran). Run at time 20 minute. Yields the product CCN1C2=C(C=CC=N2)C3=CSC=C3C4=C1N=C(C=C4)Cl (6-chloro-8-ethyl-thienyl[3',4':6,5]dipyrido[2,3-b:3',2'-f]azepine). The yield is 45.4%. Reaction SMILES: Cl[C:2]1[C:7]([C:8]2[C:12]([C:13]3[C:14]([NH:19][CH2:20][CH3:21])=[N:15][CH:16]=[CH:17][CH:18]=3)=[CH:11][S:10][CH:9]=2)=[CH:6][CH:5]=[C:4]([Cl:22])[N:3]=1.C[Si](C)(C)[N-][Si](C)(C)C.[Na+]>O1CCCC1>[CH3:21][CH2:20][N:19]1[C:2]2[N:3]=[C:4]([Cl:22])[CH:5]=[CH:6][C:7]=2[C:8]2[C:12](=[CH:11][S:10][CH:9]=2)[C:13]2[CH:18]=[CH:17][CH:16]=[N:15][C:14]1=2 |f:1.2|. Reported procedure: A mixture of 3-bromo-4-(2-ethylaminopyridin-3-yl)thiophene [synthesis described above] (0.757 g), 2, 6-dichloro-3-tributylstannylpyridine (1.331 g), triphenylarsine (0.261 g), and trisdibenzylideneacetone dipalladium (0.092 g) in N-methylpyrrolidinone (3 mL) was heated at 100° C. for 48 hours. Tetrabutylammonium fluoride (1M in tetrahydrofuran, 3 mL) was added . After 2 hours, the mixture was diluted with ethyl acetate, washed with water, dried, filtered and evaporated. The residue was fractiona... Reported procedure: In a similar manner to Step. 1 of Example 56, 4-chloro-7-[1-(tert-butoxycarbonyl)-5-formylindol-2-yl]isoindolinone (20.0 mg, 0.0487 mmol) was dissolved in dichloromethane (0.5 mL). The solution was treated with 2-methoxyethylamine (0.017 mL, 0.20 mmol) and sodium triacetoxyborohydride (32 mg, 0.15 mmol) to obtain 4-chloro-7-[1-(tert-butoxycarbonyl)-5-[(2-methoxyethyl)aminomethyl]indol-2-yl]isoindolinone. Reactants: COCCN (2-methoxyethylamine), C(C)(=O)O[BH-](OC(C)=O)OC(C)=O.[Na+] (sodium triacetoxyborohydride), ClC1=C2CNC(C2=C(C=C1)C=1N(C2=CC=C(C=C2C1)C=O)C(=O)OC(C)(C)C)=O (4-chloro-7-[1-(tert-butoxycarbonyl)-5-formylindol-2-yl]isoindolinone). Reaction SMILES: [Cl:1][C:2]1[CH:10]=[CH:9][C:8]([C:11]2[N:12]([C:22]([O:24][C:25]([CH3:28])([CH3:27])[CH3:26])=[O:23])[C:13]3[C:18]([CH:19]=2)=[CH:17][C:16]([CH:20]=O)=[CH:15][CH:14]=3)=[C:7]2[C:3]=1[CH2:4][NH:5][C:6]2=[O:29].[CH3:30][O:31][CH2:32][CH2:33][NH2:34].C(O[BH-](OC(=O)C)OC(=O)C)(=O)C.[Na+]>ClCCl>[Cl:1][C:2]1[CH:10]=[CH:9][C:8]([C:11]2[N:12]([C:22]([O:24][C:25]([CH3:28])([CH3:27])[CH3:26])=[O:23])[C:13]3[C:18]([CH:19]=2)=[CH:17][C:16]([CH2:20][NH:34][CH2:33][CH2:32][O:31][CH3:30])=[CH:15][CH:14]=3)=[C:7]2[C:3]=1[CH2:4][NH:5][C:6]2=[O:29] |f:2.3|. Product: ClC1=C2CNC(C2=C(C=C1)C=1N(C2=CC=C(C=C2C1)CNCCOC)C(=O)OC(C)(C)C)=O (4-chloro-7-[1-(tert-butoxycarbonyl)-5-[(2-methoxyethyl)aminomethyl]indol-2-yl]isoindolinone). Solvent: ClCCl (dichloromethane). Starting materials: [OH-].[Na+] (sodium hydroxide), FC(C1(NC(CC(C1)=C)C(=O)[O-])C(=O)OCC)F ((+) Ethyl 2-difluoromethyl-4-methylene-2,6-piperidine dicarboxylate), Cl (hydrochloric acid). Run in C(C)O (ethanol). Run at time 30 hour. Yields the product FC(C1(NC(CC(C1)=C)C(=O)O)C(=O)O)F ((+) 2-difluoromethyl-4-methylene-2,6-piperidine-dicarboxylic acid). The yield is 76.3%. RXN SMILES: [OH-].[Na+].[F:3][CH:4]([F:20])[C:5]1([C:15]([O:17]CC)=[O:16])[CH2:10][C:9](=[CH2:11])[CH2:8][CH:7]([C:12]([O-:14])=[O:13])[NH:6]1.Cl>C(O)C>[F:20][CH:4]([F:3])[C:5]1([C:15]([OH:17])=[O:16])[CH2:10][C:9](=[CH2:11])[CH2:8][CH:7]([C:12]([OH:14])=[O:13])[NH:6]1 |f:0.1|. Reported procedure: 1.3 ml of 2N sodium hydroxide were added to a solution of 190 mg of the product of Example 13 (Isomer B) in 7 ml of ethanol and the mixture was stirred at ambient temperature for 30 hours and then neutralized to about pH 5 with 2N hydrochloric acid. After evaporating to dryness, the residue was taken up in 5 ml of water, then chromatographed on Dowex resin followed by elution with water. After evaporation to dryness, 140 mg of the product were taken up in 200 ml of water, filtered and lyophilize... The reactants are CCOC(=O)c1cc2cc(Oc3ccc(S(C)(=O)=O)nc3)cc(OC3CCOCC3)c2[nH]1, CCO, Cl, [Na+], C1CCOC1, [OH-]. Yields the product CS(=O)(=O)c1ccc(Oc2cc(OC3CCOCC3)c3[nH]c(C(=O)O)cc3c2)cn1. RXN SMILES: [CH3:1][S:2](=[O:3])(=[O:4])[c:5]1[cH:6][cH:7][c:8]([O:11][c:12]2[cH:13][c:14]3[cH:15][c:16]([C:28](=[O:29])[O:30][CH2:31][CH3:32])[nH:17][c:18]3[c:19]([O:21][CH:22]3[CH2:23][CH2:24][O:25][CH2:26][CH2:27]3)[cH:20]2)[cH:9][n:10]1.[CH3:36][CH2:37][OH:38].[ClH:35].[Na+:34].[O:39]1[CH2:40][CH2:41][CH2:42][CH2:43]1.[OH-:33]>>[CH3:1][S:2](=[O:3])(=[O:4])[c:5]1[cH:6][cH:7][c:8]([O:11][c:12]2[cH:13][c:14]3[cH:15][c:16]([C:28](=[O:29])[OH:30])[nH:17][c:18]3[c:19]([O:21][CH:22]3[CH2:23][CH2:24][O:25][CH2:26][CH2:27]3)[cH:20]2)[cH:9][n:10]1. The reactants are COC1=CC=C(C=C1)C(C)=O (4′-methoxyacetophenone), [(CH3)2Si]2NLi, C(CC(O)(C(=O)O)CC(=O)O)(=O)O (citric acid), C(C1=CC=C(C=C1)OC)(=O)Cl (p-anisoyl chloride). Solvent: C1CCOC1 (THF). Reaction conditions: temperature -78 celsius, time 1 hour. Yields the product COC1=CC=C(C=C1)C(CC(=O)C1=CC=C(C=C1)OC)=O (1,3-di(4-methoxyphenyl)propane-1,3-dione). Reaction SMILES: [CH3:1][O:2][C:3]1[CH:8]=[CH:7][C:6]([C:9](=[O:11])[CH3:10])=[CH:5][CH:4]=1.[C:12](Cl)(=[O:21])[C:13]1[CH:18]=[CH:17][C:16]([O:19][CH3:20])=[CH:15][CH:14]=1.C(O)(=O)CC(CC(O)=O)(C(O)=O)O>C1COCC1>[CH3:1][O:2][C:3]1[CH:8]=[CH:7][C:6]([C:9](=[O:11])[CH2:10][C:12]([C:13]2[CH:18]=[CH:17][C:16]([O:19][CH3:20])=[CH:15][CH:14]=2)=[O:21])=[CH:5][CH:4]=1. Reported procedure: To a solution of 4′-methoxyacetophenone (1.0 equiv.) in THF at −78° C. was added dropwise 1.5 equiv. of [(CH3)2Si]2NLi. The solution was stirred for 1 h at −78° C., followed by addition of 1.2 equiv. of p-anisoyl chloride. The reaction mixture was stirred for 10 min at −78° C. and then for 22 h at rt, acidified with 10% citric acid, and extracted with EtOAc. The combined organic layers were washed with water and dried over Na2SO4. Removal of solvent in vacuo provided a crude solid which was puri...